Dataset: the Open Reaction Database (ORD), a public repository of structured organic reaction records. Task: describe an organic reaction: reactants, conditions, products, and yield Yield: 42.8%. Reported procedure: The methods described in Examples 30 and 31 were repeated on a larger scale to provide (4-amino-1-{[3-(4-fluorophenyl)isoxazol-5-yl]methyl}-1H-imidazo[4,5-c]quinolin-2-yl)methanol. The reaction described in Example 31 was heated at reflux and was complete within three hours. Under a nitrogen atmosphere, a suspension of (4-amino-1-{[3-(4-fluorophenyl)isoxazol-5-yl]methyl}-1H-imidazo[4,5-c]quinolin-2-yl)methanol (2.31 g, 5.93 mmol) in dichloromethane (100 mL) was cooled to −78° C. (Diethylamino)su... The solvent is ClCCl (dichloromethane), ClCCl (dichloromethane). The reactants are NC1=NC=2C=CC=CC2C2=C1N=C(N2CC2=CC(=NO2)C2=CC=C(C=C2)F)CO ((4-amino-1-{[3-(4-fluorophenyl)isoxazol-5-yl]methyl}-1H-imidazo[4,5-c]quinolin-2-yl)methanol), C(C)N(CC)S(F)(F)F ((Diethylamino)sulfur trifluoride). Reaction conditions: temperature -78 celsius, time 3 hour. Yields the product FCC=1N(C2=C(C(=NC=3C=CC=CC23)N)N1)CC1=CC(=NO1)C1=CC=C(C=C1)F (2-(fluoromethyl)-1-{[3-(4-fluorophenyl)isoxazol-5-yl]methyl}-1H-imidazo[4,5-c]quinolin-4-amine). RXN SMILES: [NH2:1][C:2]1[C:11]2[N:12]=[C:13]([CH2:28]O)[N:14]([CH2:15][C:16]3[O:20][N:19]=[C:18]([C:21]4[CH:26]=[CH:25][C:24]([F:27])=[CH:23][CH:22]=4)[CH:17]=3)[C:10]=2[C:9]2[CH:8]=[CH:7][CH:6]=[CH:5][C:4]=2[N:3]=1.C(N(S(F)(F)[F:36])CC)C>ClCCl>[F:36][CH2:28][C:13]1[N:14]([CH2:15][C:16]2[O:20][N:19]=[C:18]([C:21]3[CH:26]=[CH:25][C:24]([F:27])=[CH:23][CH:22]=3)[CH:17]=2)[C:10]2[C:9]3[CH:8]=[CH:7][CH:6]=[CH:5][C:4]=3[N:3]=[C:2]([NH2:1])[C:11]=2[N:12]=1.